Dataset: the Open Reaction Database (ORD), a public repository of structured organic reaction records. Task: describe an organic reaction: reactants, conditions, products, and yield Reactants: O=C(O)c1ccc(Br)s1, C1CCOC1, Cc1cc(NC(=O)C(N)Cc2c[nH]cn2)ccc1C(=O)N1CCCC1. Yields the product Cc1cc(NC(=O)C(Cc2c[nH]cn2)NC(=O)c2ccc(Br)s2)ccc1C(=O)N1CCCC1. Reaction SMILES: [Br:1][c:2]1[cH:3][cH:4][c:5]([C:7](=[O:8])[OH:9])[s:6]1.[CH2:35]1[O:36][CH2:37][CH2:38][CH2:39]1.[NH2:10][CH:11]([C:12](=[O:13])[NH:14][c:15]1[cH:16][c:17]([CH3:28])[c:18]([C:21](=[O:22])[N:23]2[CH2:24][CH2:25][CH2:26][CH2:27]2)[cH:19][cH:20]1)[CH2:29][c:30]1[n:31][cH:32][nH:33][cH:34]1>>[Br:1][c:2]1[cH:3][cH:4][c:5]([C:7](=[O:9])[NH:10][CH:11]([C:12](=[O:13])[NH:14][c:15]2[cH:16][c:17]([CH3:28])[c:18]([C:21](=[O:22])[N:23]3[CH2:24][CH2:25][CH2:26][CH2:27]3)[cH:19][cH:20]2)[CH2:29][c:30]2[n:31][cH:32][nH:33][cH:34]2)[s:6]1. The reactants are ClC1=C(C#N)C=CC(=N1)C (2-chloro-6-methylnicotinonitrile), CN(C(OC(C)(C)C)=O)CCC(C(F)(F)F)O (tert-butyl N-methyl-N-(4,4,4-trifluoro-3-hydroxybutyl)carbamate), C([O-])([O-])=O.[Cs+].[Cs+] (caesium carbonate). Solvent: O (water), CN(C)C=O (DMF). Conditions: time 4 day. Yields the product C(C)(C)(C)OC(N(C)CCC(C(F)(F)F)OC1=NC(=CC=C1C#N)C)=O ([3-(3-Cyano-6-methyl-pyridin-2-yloxy)-4,4,4-trifluorobutyl]-methylcarbamic acid tert-butyl ester). Isolated yield 31.2%. As a reaction SMILES: Cl[C:2]1[N:9]=[C:8]([CH3:10])[CH:7]=[CH:6][C:3]=1[C:4]#[N:5].[CH3:11][N:12]([CH2:20][CH2:21][CH:22]([OH:27])[C:23]([F:26])([F:25])[F:24])[C:13](=[O:19])[O:14][C:15]([CH3:18])([CH3:17])[CH3:16].C(=O)([O-])[O-].[Cs+].[Cs+]>CN(C=O)C.O>[C:15]([O:14][C:13](=[O:19])[N:12]([CH2:20][CH2:21][CH:22]([O:27][C:2]1[C:3]([C:4]#[N:5])=[CH:6][CH:7]=[C:8]([CH3:10])[N:9]=1)[C:23]([F:26])([F:25])[F:24])[CH3:11])([CH3:18])([CH3:16])[CH3:17] |f:2.3.4|. Reported procedure: A mixture of 2-chloro-6-methylnicotinonitrile (0.215 g, 1.41 mmol) and tert-butyl N-methyl-N-(4,4,4-trifluoro-3-hydroxybutyl)carbamate (0.345 g, 1.34 mmol) in DMF (6 mL) was treated with caesium carbonate (0.875 g, 2.69 mmol) at ambient temperature. After stirring for 4 days, the mixture was diluted with water and extracted with diethyl ether. The combined organic extracts were washed (water, brine), dried, and evaporated to an orange oil/solid mixture. The crude material was purified by silica ...